Dataset: the Open Reaction Database (ORD), a public repository of structured organic reaction records. Task: describe an organic reaction: reactants, conditions, products, and yield Starting materials: C(C)(C)(C)OC(=O)C=1SC(=CC1)CNCC(C)C (5-{[(2-methylpropyl)amino]methyl}thiophene-2-carboxylic acid tert-butyl ester), COC([C@@H](NC(=O)OC1=CC=CC=C1)CC(=O)OC)=O (N-phenoxycarbonyl-L-aspartic acid dimethyl ester), C(C)(C)N(C(C)C)CC (N,N-diisopropylethylamine). The solvent is C(C)#N (acetonitrile). Conditions: temperature 60 celsius, time 2 hour. The product is COC([C@@H](NC(=O)N(CC(C)C)CC=1SC(=CC1)C(=O)OC(C)(C)C)CC(=O)OC)=O (N—{N-[(5-tert-butoxycarbonylthiophen-2-yl)methyl]-N-(2-methylpropyl)aminocarbonyl}-L-aspartic acid dimethyl ester). As a reaction SMILES: [C:1]([O:5][C:6]([C:8]1[S:9][C:10]([CH2:13][NH:14][CH2:15][CH:16]([CH3:18])[CH3:17])=[CH:11][CH:12]=1)=[O:7])([CH3:4])([CH3:3])[CH3:2].[CH3:19][O:20][C:21](=[O:38])[C@H:22]([CH2:33][C:34]([O:36][CH3:37])=[O:35])[NH:23][C:24](OC1C=CC=CC=1)=[O:25].C(N(CC)C(C)C)(C)C>C(#N)C>[CH3:19][O:20][C:21](=[O:38])[C@H:22]([CH2:33][C:34]([O:36][CH3:37])=[O:35])[NH:23][C:24]([N:14]([CH2:13][C:10]1[S:9][C:8]([C:6]([O:5][C:1]([CH3:4])([CH3:3])[CH3:2])=[O:7])=[CH:12][CH:11]=1)[CH2:15][CH:16]([CH3:18])[CH3:17])=[O:25]. Procedure details: The compound (1.1 g, 4.1 mmol) obtained in step 1 and the compound (1.2 g, 4.1 mmol) obtained in step 2 were dissolved in acetonitrile (40 ml), N,N-diisopropylethylamine (0.71 mL, 4.1 mmol) was added, and the mixture was stirred at 60° C. for 2 hours. The solvent was evaporated under reduced pressure, ethyl acetate was added, and the mixture was washed with water and saturated brine. After drying over anhydrous magnesium sulfate, the solvent was evaporated under reduced pressure, and the obtaine...